From a dataset of the Open Reaction Database (ORD), a public repository of structured organic reaction records. describe an organic reaction: reactants, conditions, products, and yield Starting materials: CCC1CC(Nc2ccccc2)c2cc(Br)ccc2N1C(C)=O, O=C([O-])[O-], C1COCCO1, O=Cc1ccc(B(O)O)cc1, [K+], [K+], O, c1ccc(P(c2ccccc2)(c2ccccc2)[Pd](P(c2ccccc2)(c2ccccc2)c2ccccc2)(P(c2ccccc2)(c2ccccc2)c2ccccc2)P(c2ccccc2)(c2ccccc2)c2ccccc2)cc1. Yields the product CCC1CC(Nc2ccccc2)c2cc(-c3ccc(C=O)cc3)ccc2N1C(C)=O. Reaction SMILES: [C:12]([CH3:13])(=[O:14])[N:15]1[CH:16]([CH2:33][CH3:34])[CH2:17][CH:18]([NH:26][c:27]2[cH:28][cH:29][cH:30][cH:31][cH:32]2)[c:19]2[cH:20][c:21]([Br:25])[cH:22][cH:23][c:24]21.[C:35](=[O:36])([O-:37])[O-:38].[CH2:41]1[O:42][CH2:43][CH2:44][O:45][CH2:46]1.[CH:1](=[O:2])[c:3]1[cH:4][cH:5][c:6]([B:9]([OH:10])[OH:11])[cH:7][cH:8]1.[K+:39].[K+:40].[OH2:47].[cH:48]1[cH:49][cH:50][c:51]([P:52]([Pd:53]([P:54]([c:55]2[cH:56][cH:57][cH:58][cH:59][cH:60]2)([c:61]2[cH:62][cH:63][cH:64][cH:65][cH:66]2)[c:67]2[cH:68][cH:69][cH:70][cH:71][cH:72]2)([P:73]([c:74]2[cH:75][cH:76][cH:77][cH:78][cH:79]2)([c:80]2[cH:81][cH:82][cH:83][cH:84][cH:85]2)[c:86]2[cH:87][cH:88][cH:89][cH:90][cH:91]2)[P:92]([c:93]2[cH:94][cH:95][cH:96][cH:97][cH:98]2)([c:99]2[cH:100][cH:101][cH:102][cH:103][cH:104]2)[c:105]2[cH:106][cH:107][cH:108][cH:109][cH:110]2)([c:111]2[cH:112][cH:113][cH:114][cH:115][cH:116]2)[c:117]2[cH:118][cH:119][cH:120][cH:121][cH:122]2)[cH:123][cH:124]1>>[CH:1](=[O:2])[c:3]1[cH:4][cH:5][c:6](-[c:21]2[cH:20][c:19]3[c:24]([cH:23][cH:22]2)[N:15]([C:12]([CH3:13])=[O:14])[CH:16]([CH2:33][CH3:34])[CH2:17][CH:18]3[NH:26][c:27]2[cH:28][cH:29][cH:30][cH:31][cH:32]2)[cH:7][cH:8]1.